From a dataset of the Open Reaction Database (ORD), a public repository of structured organic reaction records. describe an organic reaction: reactants, conditions, products, and yield The reactants are C1CCOC1, Cc1cccc2cc(C=O)c(-c3ccccc3)nc12, [Li]C. Product: Cc1cccc2cc(C(C)O)c(-c3ccccc3)nc12. Reaction SMILES: [CH2:22]1[O:23][CH2:24][CH2:25][CH2:26]1.[CH3:1][c:2]1[cH:3][cH:4][cH:5][c:6]2[cH:7][c:8]([CH:18]=[O:19])[c:9](-[c:12]3[cH:13][cH:14][cH:15][cH:16][cH:17]3)[n:10][c:11]12.[Li:20][CH3:21]>>[CH3:1][c:2]1[cH:3][cH:4][cH:5][c:6]2[cH:7][c:8]([CH:18]([OH:19])[CH3:21])[c:9](-[c:12]3[cH:13][cH:14][cH:15][cH:16][cH:17]3)[n:10][c:11]12. Starting materials: BrC=1C=CC2=C(C(OCC(N2)=O)(C=2SC=CC2)C(C)C)C1 (7-bromo-5-isopropyl-5-thien-2-yl-1,5-dihydro-4,1-benzoxazepin-2(3H)-one), C(#N)C=1C=C(C=C(C1)F)B(O)O (3-cyano-5-fluorobenzeneboronic acid). The product is FC=1C=C(C#N)C=C(C1)C=1C=CC2=C(C(OCC(N2)=O)(C=2SC=CC2)C(C)C)C1 (3-Fluoro-5-(5-isopropyl-2-oxo-5-thien-2-yl-1,2,3,5-tetrahydro-4,1-benzoxazepin-7-yl)benzonitrile). RXN SMILES: Br[C:2]1[CH:3]=[CH:4][C:5]2[NH:11][C:10](=[O:12])[CH2:9][O:8][C:7]([CH:18]([CH3:20])[CH3:19])([C:13]3[S:14][CH:15]=[CH:16][CH:17]=3)[C:6]=2[CH:21]=1.[C:22]([C:24]1[CH:25]=[C:26](B(O)O)[CH:27]=[C:28]([F:30])[CH:29]=1)#[N:23]>>[F:30][C:28]1[CH:29]=[C:24]([CH:25]=[C:26]([C:2]2[CH:3]=[CH:4][C:5]3[NH:11][C:10](=[O:12])[CH2:9][O:8][C:7]([CH:18]([CH3:20])[CH3:19])([C:13]4[S:14][CH:15]=[CH:16][CH:17]=4)[C:6]=3[CH:21]=2)[CH:27]=1)[C:22]#[N:23]. Procedure: Prepared from 7-bromo-5-isopropyl-5-thien-2-yl-1,5-dihydro-4,1-benzoxazepin-2(3H)-one and 3-cyano-5-fluorobenzeneboronic acid using the coupling procedure described in example 1. 1H-NMR (DMSO-d6) δ 10.07 (s, 1H), 8.03 (s, 1H), 7.90 (m, 1H), 7.84 (m, 1H), 7.77 (m, 2H), 7.51 (dd, J=5.0, 1.2 Hz, 1H), 7.24 (d, J=8.5 Hz, 1H), 7.04 (m, 2H), 4.20 (d, J=14.4 Hz, 1H), 3.96 (d, J=14.4 Hz, 1H), 2.90 (m, 1H), 0.92 (t, J=6.4 Hz, 6H); MS (ES) m/z 407 (M+H)+. The reactants are COC1=C(C(=NC=N1)CN1C=C(C2=NC=C(C=C21)C)C(=O)O)C (1-((6-methoxy-5-methylpyrimidin-4-yl)methyl)-6-methyl-1H-pyrrolo[3,2-b]pyridine-3-carboxylic acid), C1(CC1)CN (cyclopropylmethanamine), TEA, min1-Propanephosphonic acid cyclic anhydride. Conditions: time 50 minute. The product is C1(CC1)CNC(=O)C1=CN(C=2C1=NC=C(C2)C)CC2=NC=NC(=C2C)OC (N-(cyclopropylmethyl)-1-((6-methoxy-5-methylpyrimidin-4-yl)methyl)-6-methyl-1H-pyrrolo[3,2-b]pyridine-3-carboxamide). Reaction SMILES: [CH3:1][O:2][C:3]1[N:8]=[CH:7][N:6]=[C:5]([CH2:9][N:10]2[C:18]3[C:13](=[N:14][CH:15]=[C:16]([CH3:19])[CH:17]=3)[C:12]([C:20](O)=[O:21])=[CH:11]2)[C:4]=1[CH3:23].[CH:24]1([CH2:27][NH2:28])[CH2:26][CH2:25]1>>[CH:24]1([CH2:27][NH:28][C:20]([C:12]2[C:13]3=[N:14][CH:15]=[C:16]([CH3:19])[CH:17]=[C:18]3[N:10]([CH2:9][C:5]3[C:4]([CH3:23])=[C:3]([O:2][CH3:1])[N:8]=[CH:7][N:6]=3)[CH:11]=2)=[O:21])[CH2:26][CH2:25]1. Procedure details: See FIG. 18(b). 1-((6-methoxy-5-methylpyrimidin-4-yl)methyl)-6-methyl-1H-pyrrolo[3,2-b]pyridine-3-carboxylic acid (0.100 g, 0.32 mmol) and cyclopropylmethanamine (0.046 g, 0.64 mmol), TEA (0.134 mL, 0.96 mmol) was added. After 3 min1-Propanephosphonic acid cyclic anhydride (0.255 g, 0.80 mmol) was added. The resulting reaction mixture was stirred at rt for 50 min. LCMS analysis showed formation of required product. Reaction was diluted with DCM and water. DCM layer was extracted and washed with ... Reactants: P(=O)(Cl)(Cl)Cl (Phosphorus oxychloride), FC=1C=C(C(=O)N2NC(CC2)=O)C=CC1 (1-(3-fluorobenzoyl)pyrazolidin-3-one). Reaction conditions: temperature 85 celsius. Yields the product ClC1=NN(CC1)C(C1=CC(=CC=C1)F)=O (3-chloro-1-(3-fluorobenzoyl)-4,5-dihydro-1H-pyrazole). Yield: 88.9%. Reaction SMILES: P(Cl)(Cl)([Cl:3])=O.[F:6][C:7]1[CH:8]=[C:9]([CH:18]=[CH:19][CH:20]=1)[C:10]([N:12]1[CH2:16][CH2:15][C:14](=O)[NH:13]1)=[O:11]>>[Cl:3][C:14]1[CH2:15][CH2:16][N:12]([C:10](=[O:11])[C:9]2[CH:18]=[CH:19][CH:20]=[C:7]([F:6])[CH:8]=2)[N:13]=1. Reported procedure: Phosphorus oxychloride (54 ml for 5.4 gm of SM, 10 volume) was added drop wise directly to 1-(3-fluorobenzoyl)pyrazolidin-3-one (5.4 gm, 0.0238 mmol, 1 equiv.) at 0° C. and then refluxed at 85° C. for an hour. The reaction mixture was cooled to RT, concentrated and basified with solid NaCO3 (pH: 8-9), extracted with dichloromethane (100 ml×2) and concentrated. The crude product was purified by silica gel column using (60-120) mesh to get the pure product as off green solid (4.8, 88.9% yield). The reactants are BrCc1ccncc1, Br, CCOC(=O)C1=C(C)N(c2cccc(C(F)(F)F)c2)C(=S)NC1c1ccc(C#N)cc1, O=C([O-])[O-], CCCC[N+](CCCC)(CCCC)CCCC, CC(C)=O, [I-], [K+], [K+]. The product is CCOC(=O)C1=C(C)N(c2cccc(C(F)(F)F)c2)C(SCc2ccncc2)=NC1c1ccc(C#N)cc1. RXN SMILES: [Br:33][CH2:34][c:35]1[cH:36][cH:37][n:38][cH:39][cH:40]1.[BrH:32].[C:1](#[N:2])[c:3]1[cH:4][cH:5][c:6]([CH:9]2[NH:10][C:11](=[S:31])[N:12]([c:21]3[cH:22][c:23]([C:27]([F:28])([F:29])[F:30])[cH:24][cH:25][cH:26]3)[C:13]([CH3:20])=[C:14]2[C:15](=[O:16])[O:17][CH2:18][CH3:19])[cH:7][cH:8]1.[C:41](=[O:42])([O-:43])[O-:44].[CH2:48]([N+:49]([CH2:50][CH2:51][CH2:52][CH3:53])([CH2:54][CH2:55][CH2:56][CH3:57])[CH2:58][CH2:59][CH2:60][CH3:61])[CH2:62][CH2:63][CH3:64].[CH3:65][C:66](=[O:67])[CH3:68].[I-:47].[K+:45].[K+:46]>>[C:1](#[N:2])[c:3]1[cH:4][cH:5][c:6]([CH:9]2[N:10]=[C:11]([S:31][CH2:34][c:35]3[cH:36][cH:37][n:38][cH:39][cH:40]3)[N:12]([c:21]3[cH:22][c:23]([C:27]([F:28])([F:29])[F:30])[cH:24][cH:25][cH:26]3)[C:13]([CH3:20])=[C:14]2[C:15](=[O:16])[O:17][CH2:18][CH3:19])[cH:7][cH:8]1. Reactants: CC1(C(NC2=CC(=C(C=C12)NC(C)=O)[N+](=O)[O-])=O)C (N-(3,3-dimethyl-6-nitro-2-oxo-2,3-dihydro-1H-indol-5-yl)-acetamide), ClCCSCC (1-chloro-2-ethylsulfanyl-ethane), C(=O)([O-])[O-].[K+].[K+] (K2CO3). The product is NC=1C=C2C(C(N(C2=CC1[N+](=O)[O-])CCSCC)=O)(C)C (5-amino-1-(2-ethylsulfanyl-ethyl)-3,3-dimethyl-6-nitro-1,3-dihydro-indol-2-one). The yield is 55.3%. RXN SMILES: [CH3:1][C:2]1([CH3:19])[C:10]2[C:5](=[CH:6][C:7]([N+:15]([O-:17])=[O:16])=[C:8]([NH:11]C(=O)C)[CH:9]=2)[NH:4][C:3]1=[O:18].Cl[CH2:21][CH2:22][S:23][CH2:24][CH3:25].C([O-])([O-])=O.[K+].[K+]>>[NH2:11][C:8]1[CH:9]=[C:10]2[C:5](=[CH:6][C:7]=1[N+:15]([O-:17])=[O:16])[N:4]([CH2:21][CH2:22][S:23][CH2:24][CH3:25])[C:3](=[O:18])[C:2]2([CH3:1])[CH3:19] |f:2.3.4|. Procedure: Analogously to general procedure (I) N-(3,3-dimethyl-6-nitro-2-oxo-2,3-dihydro-1H-indol-5-yl)-acetamide (1 g) is alkylated using 1-chloro-2-ethylsulfanyl-ethane (0.5 ml; 3.83 mmol) and K2CO3 (0.54 g; 3.83 mmol) at 40° C. for 4 d. After aqueous work-up and purification by RP chromatography the pure material (0.77 g) is de-acetylated in MeOH (35 ml) using DBU (0.3 ml) at reflux. After aqueous work-up 5-amino-1-(2-ethylsulfanyl-ethyl)-3,3-dimethyl-6-nitro-1,3-dihydro-indol-2-one (0.65 g) is obtaine... Reactants: Fc1ccc(-c2nc(Br)cc(Br)c2CBr)c(Cl)c1, CC(=O)OC(C)(C)C, C1CCOC1. Product: CC(C)(C)OC(=O)CCc1c(Br)cc(Br)nc1-c1ccc(F)cc1Cl. As a reaction SMILES: [Br:9][c:10]1[c:11]([CH2:25][Br:26])[c:12](-[c:17]2[c:18]([Cl:24])[cH:19][c:20]([F:23])[cH:21][cH:22]2)[n:13][c:14]([Br:16])[cH:15]1.[C:1]([CH3:2])(=[O:3])[O:4][C:5]([CH3:6])([CH3:7])[CH3:8].[CH2:27]1[O:28][CH2:29][CH2:30][CH2:31]1>>[C:1]([CH2:2][CH2:25][c:11]1[c:10]([Br:9])[cH:15][c:14]([Br:16])[n:13][c:12]1-[c:17]1[c:18]([Cl:24])[cH:19][c:20]([F:23])[cH:21][cH:22]1)(=[O:3])[O:4][C:5]([CH3:6])([CH3:7])[CH3:8].